This data is from the Open Reaction Database (ORD), a public repository of structured organic reaction records. The task is: describe an organic reaction: reactants, conditions, products, and yield The reactants are CC(C)(C)C(=O)C(Br)C(c1ccc(Cl)cc1)S(=O)(=O)c1ccccc1, CN(C)C=O, O, c1c[nH]nn1. Product: CC(C)(C)C(=O)C=C(c1ccc(Cl)cc1)S(=O)(=O)c1ccccc1. RXN SMILES: [Br:1][CH:2]([CH:3]([S:4](=[O:5])(=[O:6])[c:7]1[cH:8][cH:9][cH:10][cH:11][cH:12]1)[c:13]1[cH:14][cH:15][c:16]([Cl:19])[cH:17][cH:18]1)[C:20]([C:21]([CH3:22])([CH3:23])[CH3:24])=[O:25].[CH3:32][N:33]([CH3:34])[CH:35]=[O:36].[OH2:31].[nH:26]1[cH:27][cH:28][n:29][n:30]1>>[CH:2](=[C:3]([S:4](=[O:5])(=[O:6])[c:7]1[cH:8][cH:9][cH:10][cH:11][cH:12]1)[c:13]1[cH:14][cH:15][c:16]([Cl:19])[cH:17][cH:18]1)[C:20]([C:21]([CH3:22])([CH3:23])[CH3:24])=[O:25].